From a dataset of the Open Reaction Database (ORD), a public repository of structured organic reaction records. describe an organic reaction: reactants, conditions, products, and yield Reactants: C(C(C)C)(=O)NC1=CC=C(C=C1)C1=C(C2=C(N(C=C(C2=O)O)CC2=C(C=CC=C2F)F)S1)CN(C)CC1=CC=CC=C1 (4,7-dihydro-2-(4-isobutyrylaminophenyl) -3- (N-benzyl-N-methylaminomethyl)-5-hydroxy-7-(2,6-difluorobenzyl)-4-oxothieno[2,3-b]pyridine), C(C(C)C)(=O)Cl (isobutyryl chloride). Product: Cl.C(C(C)C)(=O)NC1=CC=C(C=C1)C1=C(C2=C(N(C=C(C2=O)OC(C(C)C)=O)CC2=C(C=CC=C2F)F)S1)CN(C)CC1=CC=CC=C1 (4,7-dihydro-2-(4-isobutyrylaminophenyl)-3-(N-benzyl-N-methylaminomethyl)-5-isobutyryloxy-7-(2,6-difluorobenzyl)-4-oxothieno[2,3-b]pyridine hydrochloride). RXN SMILES: [C:1]([NH:6][C:7]1[CH:12]=[CH:11][C:10]([C:13]2[S:32][C:16]3[N:17]([CH2:23][C:24]4[C:29]([F:30])=[CH:28][CH:27]=[CH:26][C:25]=4[F:31])[CH:18]=[C:19]([OH:22])[C:20](=[O:21])[C:15]=3[C:14]=2[CH2:33][N:34]([CH2:36][C:37]2[CH:42]=[CH:41][CH:40]=[CH:39][CH:38]=2)[CH3:35])=[CH:9][CH:8]=1)(=[O:5])[CH:2]([CH3:4])[CH3:3].[C:43]([Cl:48])(=[O:47])[CH:44]([CH3:46])[CH3:45]>>[ClH:48].[C:1]([NH:6][C:7]1[CH:8]=[CH:9][C:10]([C:13]2[S:32][C:16]3[N:17]([CH2:23][C:24]4[C:25]([F:31])=[CH:26][CH:27]=[CH:28][C:29]=4[F:30])[CH:18]=[C:19]([O:22][C:43](=[O:47])[CH:44]([CH3:46])[CH3:45])[C:20](=[O:21])[C:15]=3[C:14]=2[CH2:33][N:34]([CH2:36][C:37]2[CH:42]=[CH:41][CH:40]=[CH:39][CH:38]=2)[CH3:35])=[CH:11][CH:12]=1)(=[O:5])[CH:2]([CH3:4])[CH3:3] |f:2.3|. Procedure: The compound obtained in Example 9 was subjected to a similar procedure as in Example 10, using isobutyryl chloride instead of isopropyl chloride, and the titled compound was obtained. Reactants: CC1(CN(CCO1)C[C@@H]1N(CCN(C1)S(=O)(=O)C=1SC=CC1)C1=CC=C(C=C1)[C@@](C(F)(F)F)(C)O)C ((2R)-2-(4-((2S)-2-((2,2-dimethyl-4-morpholinyl)methyl)-4-(2-thiophenylsulfonyl)-1-piperazinyl)phenyl)-1,1,1-trifluoro-2-propanol), C=1N=C(C2=C(N1)N(C=N2)[C@H]3[C@@H]([C@@H]([C@H](O3)COP(=O)(O)OP(=O)(O)OC[C@@H]4[C@H]([C@H]([C@@H](O4)N5C=CCC(=C5)C(=O)N)O)O)O)OP(=O)(O)O)N (NADPH), CC1(CN(CCO1)C[C@H]1N(CCN(C1)S(=O)(=O)C=1SC=CC1)C1=CC=C(C=C1)[C@](C(F)(F)F)(C)O)C ((2S)-2-(4-((2R)-2-((2,2-dimethyl-4-morpholinyl)methyl)-4-(2-thiophenylsulfonyl)-1-piperazinyl)phenyl)-1,1,1-trifluoro-2-propanol), CC1(CN(CCO1)C[C@@H]1N(CCN(C1)S(=O)(=O)C=1SC=CC1)C1=CC=C(C=C1)[C@](C(F)(F)F)(C)O)C ((2S)-2-(4-((2S)-2-((2,2-dimethyl-4-morpholinyl)methyl)-4-(2-thiophenylsulfonyl)-1-piperazinyl)phenyl)-1,1,1-trifluoro-2-propanol). Yields the product CC1(CN(CCO1)C[C@H]1N(CCN(C1)S(=O)(=O)C=1SC=CC1)C1=CC=C(C=C1)[C@@](C(F)(F)F)(C)O)C ((2R)-2-(4-((2R)-2-((2,2-dimethyl-4-morpholinyl)methyl)-4-(2-thiophenylsulfonyl)-1-piperazinyl)phenyl)-1,1,1-trifluoro-2-propanol). Reaction SMILES: [CH3:1][C:2]1([CH3:36])[O:7][CH2:6][CH2:5][N:4]([CH2:8][C@H:9]2[CH2:14][N:13]([S:15]([C:18]3[S:19][CH:20]=[CH:21][CH:22]=3)(=[O:17])=[O:16])[CH2:12][CH2:11][N:10]2[C:23]2[CH:28]=[CH:27][C:26]([C@:29]([OH:35])([CH3:34])[C:30]([F:33])([F:32])[F:31])=[CH:25][CH:24]=2)[CH2:3]1.CC1(C)OCCN(C[C@@H]2CN(S(C3SC=CC=3)(=O)=O)CCN2C2C=CC([C@@](O)(C)C(F)(F)F)=CC=2)C1.CC1(C)OCCN(C[C@H]2CN(S(C3SC=CC=3)(=O)=O)CCN2C2C=CC([C@@](O)(C)C(F)(F)F)=CC=2)C1.C1N=C(N)C2N=CN([C@@H]3O[C@H](COP(OP(OC[C@H]4O[C@@H](N5C=C(C(N)=O)CC=C5)[C@H](O)[C@@H]4O)(O)=O)(O)=O)[C@@H](O)[C@H]3OP(O)(O)=O)C=2N=1>>[CH3:1][C:2]1([CH3:36])[O:7][CH2:6][CH2:5][N:4]([CH2:8][C@@H:9]2[CH2:14][N:13]([S:15]([C:18]3[S:19][CH:20]=[CH:21][CH:22]=3)(=[O:17])=[O:16])[CH2:12][CH2:11][N:10]2[C:23]2[CH:28]=[CH:27][C:26]([C@:29]([OH:35])([CH3:34])[C:30]([F:31])([F:32])[F:33])=[CH:25][CH:24]=2)[CH2:3]1. Reported procedure: (2R)-2-(4-((2S)-2-((2,2-dimethyl-4-morpholinyl)methyl)-4-(2-thiophenylsulfonyl)-1-piperazinyl)phenyl)-1,1,1-trifluoro-2-propanol; (2S)-2-(4-((2R)-2-((2,2-dimethyl-4-morpholinyl)methyl)-4-(2-thiophenylsulfonyl)-1-piperazinyl)phenyl)-1,1,1-trifluoro-2-propanol; (2S)-2-(4-((2S)-2-((2,2-dimethyl-4-morpholinyl)methyl)-4-(2-thiophenylsulfonyl)-1-piperazinyl)phenyl)-1,1,1-trifluoro-2-propanol. 1H NMR (400 MHz, DMSO-d6) δ 8.07-8.05 (m, 1H), 7.68-7.66 (m, 1H), 7.37-7.35 (m, 2H), 7.32-7.29 (m, 1H), 6.88-6... The reactants are O=C([O-])O, COc1ccc(CNc2cc(C(c3c(F)cccc3F)S(=O)(=O)c3ccc(Cl)cc3)c(Cl)cn2)cc1OC, [Na+], O=C(O)C(F)(F)F. Yields the product Nc1cc(C(c2c(F)cccc2F)S(=O)(=O)c2ccc(Cl)cc2)c(Cl)cn1. Reaction SMILES: [C:39](=[O:40])([OH:41])[O-:42].[Cl:1][c:2]1[c:3]([CH:20]([c:21]2[c:22]([F:28])[cH:23][cH:24][cH:25][c:26]2[F:27])[S:29](=[O:30])(=[O:31])[c:32]2[cH:33][cH:34][c:35]([Cl:38])[cH:36][cH:37]2)[cH:4][c:5]([NH:8][CH2:9][c:10]2[cH:11][cH:12][c:13]([O:14][CH3:15])[c:16]([O:17][CH3:18])[cH:19]2)[n:6][cH:7]1.[Na+:43].[OH:44][C:45]([C:46]([F:47])([F:48])[F:49])=[O:50]>>[Cl:1][c:2]1[c:3]([CH:20]([c:21]2[c:22]([F:28])[cH:23][cH:24][cH:25][c:26]2[F:27])[S:29](=[O:30])(=[O:31])[c:32]2[cH:33][cH:34][c:35]([Cl:38])[cH:36][cH:37]2)[cH:4][c:5]([NH2:8])[n:6][cH:7]1. The reactants are Cl (hydrochloric acid), solution, C1COC2(C(CCCC2=O)C2CCCCC2)O1 (bicyclohexanedione monoethylene ketal), C1CCOC1 (THF), Grignard reagent, [Mg] (magnesium), C(CCCC)C1CCC(CC1)CCBr (2-(4-n-pentylcyclohexyl)bromoethane), C1CCOC1 (THF). Run at time 12 hour. The product is C(CCCC)C1CCC(CC1)CCC1=CCC(CC1)C1CCC(CC1)=O (4-(4-(2-(4-n-pentylcyclohexyl)-ethyl)-3-cyclohexenyl)-cyclohexanone). As a reaction SMILES: [Mg].[CH2:2]([CH:7]1[CH2:12][CH2:11][CH:10]([CH2:13][CH2:14]Br)[CH2:9][CH2:8]1)[CH2:3][CH2:4][CH2:5][CH3:6].C1O[C:19]2([C:24](=O)[CH2:23][CH2:22][CH2:21][CH:20]2[CH:26]2[CH2:31][CH2:30][CH2:29][CH2:28][CH2:27]2)OC1.Cl.C1C[O:37]CC1>>[CH2:2]([CH:7]1[CH2:12][CH2:11][CH:10]([CH2:13][CH2:14][C:23]2[CH2:22][CH2:21][CH:20]([CH:26]3[CH2:31][CH2:30][C:29](=[O:37])[CH2:28][CH2:27]3)[CH2:19][CH:24]=2)[CH2:9][CH2:8]1)[CH2:3][CH2:4][CH2:5][CH3:6]. Reported procedure: To the Grignard reagent which was prepared from 4.80 g (198 mmol) of dried magnesium and 50.0 g (191 mmol) of 2-(4-n-pentylcyclohexyl)bromoethane in 500 ml of THF, was added dropwise 200 ml of solution of 40.0 g (168 mmol) of bicyclohexanedione monoethylene ketal in THF at room temperature, and the mixture was stirred at the same temperature for 12 hours. The reaction solution was added to 500 ml of 0.5N hydrochloric acid, the product thus formed was extracted with ether, the extract was washed ... The reactants are Cl (HCl), C(C)OP(OCC)C(F)C1=CC(=CC=C1)C#CC1=CC=C(C=C1)OC(F)F (diethyl[(3-{[4-(difluoromethoxy)phenyl]ethynyl}phenyl)(fluoro)methyl]phosphonite), [Li+].CC(C)[N-]C(C)C (LDA), C1(CC1)C=O (cyclopropanecarbaldehyde). The solvent is O (water), C1CCOC1 (THF). Reaction conditions: time 30 minute. Product: C1(CC1)C=C(F)C1=CC(=CC=C1)C#CC1=CC=C(C=C1)OC(F)F (1-(2-cyclopropyl-1-fluorovinyl)-3-{[4-(difluoromethoxy)phenyl]ethynyl}benzene). As a reaction SMILES: C(OP([CH:8]([C:10]1[CH:15]=[CH:14][CH:13]=[C:12]([C:16]#[C:17][C:18]2[CH:23]=[CH:22][C:21]([O:24][CH:25]([F:27])[F:26])=[CH:20][CH:19]=2)[CH:11]=1)[F:9])OCC)C.[Li+].CC([N-]C(C)C)C.[CH:36]1([CH:39]=O)[CH2:38][CH2:37]1.Cl>O.C1COCC1>[CH:36]1([CH:39]=[C:8]([C:10]2[CH:15]=[CH:14][CH:13]=[C:12]([C:16]#[C:17][C:18]3[CH:19]=[CH:20][C:21]([O:24][CH:25]([F:26])[F:27])=[CH:22][CH:23]=3)[CH:11]=2)[F:9])[CH2:38][CH2:37]1 |f:1.2|. Procedure details: Into a cold solution of diethyl[(3-{[4-(difluoromethoxy)phenyl]ethynyl}phenyl)(fluoro)methyl]phosphonite (2.0 g, 4.08 mmol) and THF (20 mL) was added dropwise LDA (14.64 mL, 1.0M). The mixture was stirred for 30 minutes and then cyclopropanecarbaldehyde (410 mg, 5.8 mmol) was added and the mixture was allowed to come to room temperature and stirred for 24 hours. Then, HCl (5 mL, 2N) was added and the mixture was stirred for 30 minutes, poured into water and extracted with EtOAc. The organic extr...